Dataset: the Open Reaction Database (ORD), a public repository of structured organic reaction records. Task: describe an organic reaction: reactants, conditions, products, and yield Reactants: O=C([O-])[O-], CCOc1cc(C=O)ccc1O, N#Cc1ccc(Cl)cc1F, [Cs+], [Cs+], CN(C)C=O, O. Product: CCOc1cc(C=O)ccc1Oc1cc(Cl)ccc1C#N. Reaction SMILES: [C:23](=[O:24])([O-:25])[O-:26].[CH2:11]([CH3:12])[O:13][c:14]1[cH:15][c:16]([CH:17]=[O:18])[cH:19][cH:20][c:21]1[OH:22].[Cl:1][c:2]1[cH:3][c:4]([F:10])[c:5]([C:6]#[N:7])[cH:8][cH:9]1.[Cs+:27].[Cs+:28].[O:30]=[CH:31][N:32]([CH3:33])[CH3:34].[OH2:29]>>[Cl:1][c:2]1[cH:3][c:4]([O:22][c:21]2[c:14]([O:13][CH2:11][CH3:12])[cH:15][c:16]([CH:17]=[O:18])[cH:19][cH:20]2)[c:5]([C:6]#[N:7])[cH:8][cH:9]1. The reactants are CC(C)[Mg+], CCN(CC)C(=O)c1ccc(C=O)cc1, [Cl-], CC(C)(C)[Si](C)(C)Oc1cccc(I)c1, C1CCOC1. Product: CCN(CC)C(=O)c1ccc(C(O)c2cccc(O[Si](C)(C)C(C)(C)C)c2)cc1. As a reaction SMILES: [CH:17]([Mg+:18])([CH3:19])[CH3:20].[CH:21](=[O:22])[c:23]1[cH:24][cH:25][c:26]([C:27](=[O:28])[N:29]([CH2:30][CH3:31])[CH2:32][CH3:33])[cH:34][cH:35]1.[Cl-:16].[I:1][c:2]1[cH:3][c:4]([O:5][Si:6]([CH3:7])([CH3:8])[C:9]([CH3:10])([CH3:11])[CH3:12])[cH:13][cH:14][cH:15]1.[O:36]1[CH2:37][CH2:38][CH2:39][CH2:40]1>>[c:2]1([CH:21]([OH:22])[c:23]2[cH:24][cH:25][c:26]([C:27](=[O:28])[N:29]([CH2:30][CH3:31])[CH2:32][CH3:33])[cH:34][cH:35]2)[cH:3][c:4]([O:5][Si:6]([CH3:7])([CH3:8])[C:9]([CH3:10])([CH3:11])[CH3:12])[cH:13][cH:14][cH:15]1. Procedure details: 3.64 g of [1-methyl-3-(4-methylthiazol-2-yl)-1,2,5,6-tetrahydropyridine] is dissolved in 70 cm3 of dichloroethane, 2.95 g of alphachloroethyl chloroformate is added at 0° C. under inert atmosphere, and the whole is heated under reflux for one hour 30 minutes. The solvent is eliminated, te residue is taken up with ether and filtered. The filtrate is concentrated to dryness, the residue is taken up in 40 cm3 of methanol and heated for 30 minutes under reflux. The solvent is eliminated and the resi... Reactants: ClC(=O)OC(C)Cl (alphachloroethyl chloroformate), CN1CC(=CCC1)C=1SC=C(N1)C (1-methyl-3-(4-methylthiazol-2-yl)-1,2,5,6-tetrahydropyridine), CCOCC (ether). Yields the product Cl.CC=1N=C(SC1)C=1CNCCC1 (3-(4-methylthiazol-2-yl)-1,2,5,6-tetrahydropyridine hydrochloride). Solvent: ClC(C)Cl (dichloroethane). Reaction SMILES: C[N:2]1[CH2:7][CH2:6][CH:5]=[C:4]([C:8]2[S:9][CH:10]=[C:11]([CH3:13])[N:12]=2)[CH2:3]1.[Cl:14]C(OC(Cl)C)=O.CCOCC>ClC(Cl)C>[ClH:14].[CH3:13][C:11]1[N:12]=[C:8]([C:4]2[CH2:3][NH:2][CH2:7][CH2:6][CH:5]=2)[S:9][CH:10]=1 |f:4.5|. Conditions: temperature 130 celsius, time 60 hour. Solvent: CO (methanol). Reported procedure: 96 parts of 1,2-dimethylimidazole (CUREZOL 1.2DMZ manufactured by Shikoku Chemicals Corporation), 135 parts of dimethyl carbonate and 192 parts of methanol were put into an autoclave made of a stainless steel equipped with a cooling condenser and mixed homogenously. After nitrogen substitution, the temperature was then raised to 130° C. while being sealed, so as to initiate a reaction. At the beginning, the pressure was approximately at 4.5 Kg/cm2, but it was gradually raised due to generation o... Reactants: CN1C(=NC=C1)C (1,2-dimethylimidazole), C(=O)=O (carbon dioxide), CN1C(=NC=C1)C (1,2-dimethylimidazole), C(OC)(OC)=O (dimethyl carbonate), stainless steel. Product: COC([O-])=O.C[N+]1=C(N(C=C1)C)C (1,2,3-trimethylimidazolium monomethyl carbonate). Reaction SMILES: [CH3:1][N:2]1[CH:6]=[CH:5][N:4]=[C:3]1[CH3:7].[C:8](=[O:13])([O:11]C)[O:9][CH3:10].[C:14](=O)=O>CO>[CH3:10][O:9][C:8](=[O:11])[O-:13].[CH3:1][N+:2]1[CH:6]=[CH:5][N:4]([CH3:14])[C:3]=1[CH3:7] |f:4.5|. Reactants: CO, Cn1nc(-c2cccc([N+](=O)[O-])c2)oc1=O, ClC(Cl)Cl, [H][H]. The product is Cn1nc(-c2cccc(N)c2)oc1=O. RXN SMILES: [CH3:19][OH:20].[CH3:1][n:2]1[c:3](=[O:16])[o:4][c:5](-[c:7]2[cH:8][c:9]([N+:13]([O-:14])=[O:15])[cH:10][cH:11][cH:12]2)[n:6]1.[CH:21]([Cl:22])([Cl:23])[Cl:24].[H:17][H:18]>>[CH3:1][n:2]1[c:3](=[O:16])[o:4][c:5](-[c:7]2[cH:8][c:9]([NH2:13])[cH:10][cH:11][cH:12]2)[n:6]1.